This data is from the Open Reaction Database (ORD), a public repository of structured organic reaction records. The task is: describe an organic reaction: reactants, conditions, products, and yield Reactants: Cl.NC=1C=C(C(C(=O)OC)=CC1Cl)O (methyl 4-amino-5-chlorosalicylate hydrochloride), C(C)OC(C)=O.CCCCCC (ethylacetate hexane), C(C)(=O)Cl (acetyl chloride), O (H2O). The solvent is N1=CC=CC=C1 (pyridine), C(Cl)Cl (CH2Cl2). Conditions: temperature 0 celsius. Yields the product C(C)(=O)OC1=C(C(=O)OC)C=C(C(=C1)NC(C)=O)Cl (methyl 2-acetoxy-4-acetylamino-5-chlorobenzoate). As a reaction SMILES: Cl.[NH2:2][C:3]1[CH:4]=[C:5]([OH:14])[C:6](=[CH:11][C:12]=1[Cl:13])[C:7]([O:9][CH3:10])=[O:8].[C:15](Cl)(=[O:17])[CH3:16].O.[CH2:20]([O:22]C(=O)C)[CH3:21].CCCCCC>N1C=CC=CC=1.C(Cl)Cl>[C:15]([O:14][C:5]1[CH:4]=[C:3]([NH:2][C:20](=[O:22])[CH3:21])[C:12]([Cl:13])=[CH:11][C:6]=1[C:7]([O:9][CH3:10])=[O:8])(=[O:17])[CH3:16] |f:0.1,4.5|. Procedure details: A mixture of 10.9 g (54 mmol) of methyl 4-amino-5-chlorosalicylate hydrochloride diluted with 250 ml pyridine is stirred at 0° C. and treated with 17 g (0.22 mol, 16 mls) of acetyl chloride over a 10 minute period. A ppt. begins to form and the mixture is stirred 30 minutes longer at 0° C. This is then treated with 30 ml H2O and stirred for 5 minutes after which time the ppt. dissolves. The mixture is diluted with CH2Cl2 (500 ml), washed with H2O (500 ml) and 10% HCl (4×300 ml). The organic laye... Reactants: CS(=O)(=O)c1cc(F)c2c(c1)OC(CBr)OC2, CC(C)(C)CN, CCO. Product: CC(C)(C)CNCC1OCc2c(F)cc(S(C)(=O)=O)cc2O1. Reaction SMILES: [Br:1][CH2:2][CH:3]1[O:4][CH2:5][c:6]2[c:7]([cH:9][c:10]([S:14](=[O:15])(=[O:16])[CH3:17])[cH:11][c:12]2[F:13])[O:8]1.[CH3:18][C:19]([CH2:20][NH2:21])([CH3:22])[CH3:23].[CH3:24][CH2:25][OH:26]>>[CH2:2]([CH:3]1[O:4][CH2:5][c:6]2[c:7]([cH:9][c:10]([S:14](=[O:15])(=[O:16])[CH3:17])[cH:11][c:12]2[F:13])[O:8]1)[NH:21][CH2:20][C:19]([CH3:18])([CH3:22])[CH3:23]. Reactants: bishydrochloride, N (NH3), ON=C(C=1C=NC=NC1)Cl (N-Hydroxypyrimidine-5-carbimidoyl chloride), C(#C)C=1C=NC=CC1 (3-ethynylpyridine). The product is N1=CC(=CC=C1)C1=CC(=NO1)C=1C=NC=NC1 (5-(pyridin-3-yl)-3-(pyrimidin-5-yl)isoxazole). RXN SMILES: [OH:1][N:2]=[C:3](Cl)[C:4]1[CH:5]=[N:6][CH:7]=[N:8][CH:9]=1.[C:11]([C:13]1[CH:14]=[N:15][CH:16]=[CH:17][CH:18]=1)#[CH:12].N>>[N:15]1[CH:16]=[CH:17][CH:18]=[C:13]([C:11]2[O:1][N:2]=[C:3]([C:4]3[CH:5]=[N:6][CH:7]=[N:8][CH:9]=3)[CH:12]=2)[CH:14]=1. Procedure details: The titled compound was prepared as the bishydrochloride salt according to Method CB using the product of Example 44B (79 mg, 0.5 mmol) and 3-ethynylpyridine (Aldrich, 52 mg, 0.5 mmol). 1H NMR (300 MHz, DMSO-d6) δ 7.70 (ddd, J=8.1, 4.9, 0.8 Hz, 1H), 7.96 (s, 1H), 8.37 (ddd, J=8.2, 1.9, 1.7 Hz, 1H), 8.77 (dd, J=4.7, 1.7 Hz, 1H), 9.17 (dd, J=2.2, 0.8 Hz, 1H), 9.34 (s, 2H), 9.36 (s, 1H) ppm; MS (DCI/NH3) m/z 225 (M+H)+. The reactants are [BH4-].[Na+] (Sodium borohydride), O=C(CN1S(N=C(C=C1)C)(=O)=O)C1CCN(CC1)C1=NC=NC2=CC(=C(C=C12)OC)OC (2-{2-oxo-2-[1-(6,7-dimethoxyquinazolin-4-yl)piperid-4-yl]ethyl}-5-methyl-1,2,6-thiadiazine-1,1-dioxide). Run in C(C)O (ethanol). The product is OC(CN1S(NC(CC1)C)(=O)=O)C1CCN(CC1)C1=NC=NC2=CC(=C(C=C12)OC)OC (2-{2-hydroxy-2-[1-(6,7-dimethoxyquinazolin-4-yl)piperid-4-yl]ethyl}-5-methyltetrahydro-1,2,6-thiadiazine-1,1-dioxide). RXN SMILES: [BH4-].[Na+].[O:3]=[C:4]([CH:15]1[CH2:20][CH2:19][N:18]([C:21]2[C:30]3[C:25](=[CH:26][C:27]([O:33][CH3:34])=[C:28]([O:31][CH3:32])[CH:29]=3)[N:24]=[CH:23][N:22]=2)[CH2:17][CH2:16]1)[CH2:5][N:6]1[CH:11]=[CH:10][C:9]([CH3:12])=[N:8][S:7]1(=[O:14])=[O:13]>C(O)C>[OH:3][CH:4]([CH:15]1[CH2:20][CH2:19][N:18]([C:21]2[C:30]3[C:25](=[CH:26][C:27]([O:33][CH3:34])=[C:28]([O:31][CH3:32])[CH:29]=3)[N:24]=[CH:23][N:22]=2)[CH2:17][CH2:16]1)[CH2:5][N:6]1[CH2:11][CH2:10][CH:9]([CH3:12])[NH:8][S:7]1(=[O:13])=[O:14] |f:0.1|. Reported procedure: Sodium borohydride (40 mg) was added at 0° to a stirred solution of 2-{2-oxo-2-[1-(6,7-dimethoxyquinazolin-4-yl)piperid-4-yl]ethyl}-5-methyl-1,2,6-thiadiazine-1,1-dioxide (0.4 g) in ethanol (10 cm3). After 2 hours the volatile material was removed in vacuo and the residue was partitioned between water (10 cm3) and dichloromethane (20 cm3). The dried organic extract was evaporated to give a solid which was chromatographed on silica ("Merck" 60.9385) eluting with methanol:chloroform, 1:19, to give... The reactants are C(CC1=CC=CC=C1)N (phenethylamine), COC(C1=CC=C(C=C1)C=1N=C(C2=C(N1)SC(=C2)C(F)(F)F)Cl)=O (4-(4-chloro-6-trifluoromethyl-thieno-[2,3-d]-pyrimidin-2-yl)-benzoic acid methylester). Yields the product COC(C1=CC=C(C=C1)C=1N=C(C2=C(N1)SC(=C2)C(F)(F)F)NCCC2=CC=CC=C2)=O (4-(4-phenethylamino-6-trifluoromethyl-thieno-[2,3-d]-pyrimidin-yl)-benzoic acid methylester). RXN SMILES: [CH2:1]([NH2:9])[CH2:2][C:3]1[CH:8]=[CH:7][CH:6]=[CH:5][CH:4]=1.[CH3:10][O:11][C:12](=[O:33])[C:13]1[CH:18]=[CH:17][C:16]([C:19]2[N:20]=[C:21](Cl)[C:22]3[CH:27]=[C:26]([C:28]([F:31])([F:30])[F:29])[S:25][C:23]=3[N:24]=2)=[CH:15][CH:14]=1>>[CH3:10][O:11][C:12](=[O:33])[C:13]1[CH:18]=[CH:17][C:16]([C:19]2[N:20]=[C:21]([NH:9][CH2:1][CH2:2][C:3]3[CH:8]=[CH:7][CH:6]=[CH:5][CH:4]=3)[C:22]3[CH:27]=[C:26]([C:28]([F:31])([F:30])[F:29])[S:25][C:23]=3[N:24]=2)=[CH:15][CH:14]=1. Procedure details: The reaction procedure as above wherein phenethylamine is reacted with 4-(4-chloro-6-trifluoromethyl-thieno-[2,3-d]-pyrimidin-2-yl)-benzoic acid methylester yields 4-(4-phenethylamino-6-trifluoromethyl-thieno-[2,3-d]-pyrimidin-yl)-benzoic acid methylester. Reactants: C(C)(C)(C)OC(=O)CNC1=NC=CC(=C1)C=1C(=NN(C1)C=1N=NC(=CC1)Cl)C1=CC=C(C=C1)F (4-{2-[(t-butoxycarbonyl)methylamino]pyridin-4-yl}-1-(6-chloropyridazin-3-yl)-3-(4-fluorophenyl)-1H-pyrazole), C(C)(C)(C)OC(=O)NC1=NC=CC(=C1)C=1C(=NN(C1)C=1N=NC(=CC1)Cl)C1=CC=C(C=C1)F (4-(2-t-butoxycarbonylaminopyridin-4-yl)-1-(6-chloropyridazin-3-yl)-3-(4-fluorophenyl)-1H-pyrazole). Product: FC1=CC=C(C=C1)C1=NN(C=C1C1=CC(=NC=C1)NC)C1=NNC(C=C1)=O (3-(4-Fluorophenyl)-1-(1,6-dihydro-6-oxopyridazin-3-yl)-4-(2-methylaminopyridin-4-yl)-1H-pyrazole). The yield is 89.0%. As a reaction SMILES: C(OC([CH2:8][NH:9][C:10]1[CH:15]=[C:14]([C:16]2[C:17]([C:28]3[CH:33]=[CH:32][C:31]([F:34])=[CH:30][CH:29]=3)=[N:18][N:19]([C:21]3[N:22]=[N:23][C:24](Cl)=[CH:25][CH:26]=3)[CH:20]=2)[CH:13]=[CH:12][N:11]=1)=O)(C)(C)C.C([O:39]C(NC1C=C(C2C(C3C=CC(F)=CC=3)=NN(C3N=NC(Cl)=CC=3)C=2)C=CN=1)=O)(C)(C)C>>[F:34][C:31]1[CH:32]=[CH:33][C:28]([C:17]2[C:16]([C:14]3[CH:13]=[CH:12][N:11]=[C:10]([NH:9][CH3:8])[CH:15]=3)=[CH:20][N:19]([C:21]3[CH:26]=[CH:25][C:24](=[O:39])[NH:23][N:22]=3)[N:18]=2)=[CH:29][CH:30]=1. Procedure details: The reaction was carried out in the same manner as in Example 2-4) except for using 330 mg (0.69 mmol) of 4-{2-[(t-butoxycarbonyl)methylamino]pyridin-4-yl}-1-(6-chloropyridazin-3-yl)-3-(4-fluorophenyl)-1H-pyrazole obtained in Example 3-1) in place of 4-(2-t-butoxycarbonylaminopyridin-4-yl)-1-(6-chloropyridazin-3-yl)-3-(4-fluorophenyl)-1H-pyrazole to obtain 222 mg of the title compound as a pale beige powder. (Yield: 89%) Starting materials: Cl.ClC1=C(SC=C1)C[C@@H](CC)N ((R)-1-(3-Chloro-thiophen-2-ylmethyl)-propylamine hydrochloride), ClC1=C2N=CN(C2=NC=N1)[C@@H]1C[C@@H]([C@H]2OC(O[C@H]21)(C)C)CF (6-chloro-9-((3aS,4R,6S,6aR)-6-fluoromethyl-2,2-dimethyl-tetrahydro -cyclopenta-1,3-dioxol-4-yl)-9H-purine), CCN(C(C)C)C(C)C (iPr2NEt). Run in C(CCC)O (nBuOH). Conditions: time 5 hour. Product: ClC1=C(SC=C1)C[C@@H](CC)NC1=C2N=CN(C2=NC=N1)[C@@H]1C[C@@H]([C@H]2OC(O[C@H]21)(C)C)CF ([(R)-1-(3-chloro-thiophen-2-ylmethyl)-propyl]-[9-((3aS,4R,6S,6aR)-6-fluoromethyl-2,2-dimethyl -tetrahydro-cylopenta-1,3-dioxol-4-yl)-9H-purin-6-yl]-amine). RXN SMILES: Cl.[Cl:2][C:3]1[CH:7]=[CH:6][S:5][C:4]=1[CH2:8][C@H:9]([NH2:12])[CH2:10][CH3:11].Cl[C:14]1[N:22]=[CH:21][N:20]=[C:19]2[C:15]=1[N:16]=[CH:17][N:18]2[C@H:23]1[C@H:30]2[C@H:26]([O:27][C:28]([CH3:32])([CH3:31])[O:29]2)[C@@H:25]([CH2:33][F:34])[CH2:24]1.CCN(C(C)C)C(C)C>C(O)CCC>[Cl:2][C:3]1[CH:7]=[CH:6][S:5][C:4]=1[CH2:8][C@H:9]([NH:12][C:14]1[N:22]=[CH:21][N:20]=[C:19]2[C:15]=1[N:16]=[CH:17][N:18]2[C@H:23]1[C@H:30]2[C@H:26]([O:27][C:28]([CH3:31])([CH3:32])[O:29]2)[C@@H:25]([CH2:33][F:34])[CH2:24]1)[CH2:10][CH3:11] |f:0.1|. Procedure details: (R)-1-(3-Chloro-thiophen-2-ylmethyl)-propylamine hydrochloride (1.36 g, 6 mmoles) and 6-chloro-9-((3aS,4R,6S,6aR)-6-fluoromethyl-2,2-dimethyl-tetrahydro -cyclopenta-1,3-dioxol-4-yl)-9H-purine (1.63 g, 5 mmoles) prepared as described above were combined in nBuOH (40 ml), iPr2NEt (3.5 ml, 20 mmoles) was then added and the resulting solution was stirred at reflux under an argon atmosphere. After 5 h, the reaction mixture was cooled down to room temperature, partitioned between water, brine and EtOA...